This data is from the Open Reaction Database (ORD), a public repository of structured organic reaction records. The task is: describe an organic reaction: reactants, conditions, products, and yield Starting materials: C1(=CC=C(C=C1)S(=O)(=O)OC(CO)CO)C (2-(p-toluenesulfonyloxy)-1,3-propanediol), FC(C1=CC=C(C=C1)/C=C/C=C/C=O)(F)F ((2E,4E)-5-[4-(trifluoromethyl)phenyl]-2,4-pentadienal), C1(=CC=C(C=C1)S(=O)(=O)O)C (p-toluenesulfonic acid), 4A, C(O)([O-])=O.[Na+] (sodium hydrogencarbonate). Yield: 29.0%. RXN SMILES: [C:1]1([CH3:16])[CH:6]=[CH:5][C:4]([S:7]([O:10][CH:11]([CH2:14]O)CO)(=[O:9])=[O:8])=[CH:3][CH:2]=1.[F:17][C:18]([F:32])([F:31])[C:19]1[CH:24]=[CH:23][C:22](/[CH:25]=[CH:26]/[CH:27]=[CH:28]/[CH:29]=[O:30])=[CH:21][CH:20]=1.C1(C)C=CC(S(O)(=O)=O)=CC=1.[C:44](=O)([O-])[OH:45].[Na+]>C(Cl)Cl>[C:1]1([CH3:16])[CH:2]=[CH:3][C:4]([S:7]([O:10][C@H:11]2[CH2:14][CH2:44][O:45][C@@H:29](/[CH:28]=[CH:27]/[CH:26]=[CH:25]/[C:22]3[CH:21]=[CH:20][C:19]([C:18]([F:31])([F:32])[F:17])=[CH:24][CH:23]=3)[O:30]2)(=[O:8])=[O:9])=[CH:5][CH:6]=1 |f:3.4|. Run in C(Cl)Cl (methylene chloride). Conditions: temperature 0 celsius, time 1 hour. Procedure: In 4.5 ml of methylene chloride were dissolved 200 mg (0.81 mmol) of 2-(p-toluenesulfonyloxy)-1,3-propanediol and 206 mg (0.91 mmol) of (2E,4E)-5-[4-(trifluoromethyl)phenyl]-2,4-pentadienal, and 15 mg of p-toluenesulfonic acid and 0.8 g of molecular sieves 4A were added to the solution, followed by stirring of the resulting mixture at 0° C. for 1 hour. An aqueous sodium hydrogencarbonate solution was added to the reaction mixture and the mixture was stirred for 10 minutes. Then, the molecular si... Yields the product C1(=CC=C(C=C1)S(=O)(=O)O[C@@H]1O[C@@H](OCC1)\C=C\C=C\C1=CC=C(C=C1)C(F)(F)F)C (Cis-4-(p-toluenesulfonyloxy)-2-[(1E,3E)-4-[4-(trifluoromethyl)phenyl]-1,3-butadien-1-yl]-1,3-dioxane).